From a dataset of the Open Reaction Database (ORD), a public repository of structured organic reaction records. describe an organic reaction: reactants, conditions, products, and yield The reactants are C(C)(=O)O (acetic acid), C(C)(=O)Cl (acetyl chloride), CS(=O)(=O)OC1=CC=C(C=C1)C=CC(N)=N (4-(β-amidinoethenyl)phenol methanesulfonate). Run in C(C)OCC (ethyl ether). Product: C(C)(=O)OC1=CC=C(C=C1)C=CC(N)=N (4-(β-amidinoethenyl)phenyl acetate). Reaction SMILES: [C:1]([OH:4])(=[O:3])[CH3:2].C(Cl)(=O)C.CS(O[C:14]1[CH:19]=[CH:18][C:17]([CH:20]=[CH:21][C:22](=[NH:24])[NH2:23])=[CH:16][CH:15]=1)(=O)=O>C(OCC)C>[C:1]([O:4][C:14]1[CH:19]=[CH:18][C:17]([CH:20]=[CH:21][C:22](=[NH:23])[NH2:24])=[CH:16][CH:15]=1)(=[O:3])[CH3:2]. Procedure details: To a mixture of 8 ml of glacial acetic acid and 8 ml of acetyl chloride, was added 2.0 g of 4-(β-amidinoethenyl)phenol methanesulfonate. The mixture was heated with stirring under reflux for one hour. After cooling, the reaction mixture was mixed with ethyl ether to precipitate a white solid substance which was recrystallized from ethanol to yield 1.8 g of colorless needle crystals of 4-(β-amidinoethenyl)phenyl acetate methanesulfonate. The reactants are COC(OC)C(C#N)=CC1CCCCC1, Cl. Product: N#CC(C=O)=CC1CCCCC1. Reaction SMILES: [CH3:1][O:2][CH:3]([C:4]([C:5]#[N:6])=[CH:7][CH:8]1[CH2:9][CH2:10][CH2:11][CH2:12][CH2:13]1)[O:14][CH3:15].[ClH:16]>>[O:2]=[CH:3][C:4]([C:5]#[N:6])=[CH:7][CH:8]1[CH2:9][CH2:10][CH2:11][CH2:12][CH2:13]1. RXN SMILES: [CH2:1]([CH3:2])[n:3]1[c:4]2[cH:5][cH:6][cH:7][cH:8][c:9]2[c:10]2[cH:11][c:12]([CH:16]=[O:17])[cH:13][cH:14][c:15]12.[CH3:18][CH:19]([C:20](=[O:21])[NH:22][c:23]1[cH:24][c:25]([CH:30]2[CH2:31][CH2:32][NH:33][CH2:34][CH2:35]2)[c:26]([CH3:29])[cH:27][cH:28]1)[CH3:36]>>[CH2:1]([CH3:2])[n:3]1[c:4]2[cH:5][cH:6][cH:7][cH:8][c:9]2[c:10]2[cH:11][c:12]([CH2:16][N:33]3[CH2:32][CH2:31][CH:30]([c:25]4[cH:24][c:23]([NH:22][C:20]([CH:19]([CH3:18])[CH3:36])=[O:21])[cH:28][cH:27][c:26]4[CH3:29])[CH2:35][CH2:34]3)[cH:13][cH:14][c:15]12. The product is CCn1c2ccccc2c2cc(CN3CCC(c4cc(NC(=O)C(C)C)ccc4C)CC3)ccc21. Starting materials: CCn1c2ccccc2c2cc(C=O)ccc21, Cc1ccc(NC(=O)C(C)C)cc1C1CCNCC1. The reactants are Brc1ncccn1, NCC1CCN(C(=O)OCc2ccccc2)C1, CC(C)O, CCN(C(C)C)C(C)C. Yields the product O=C(OCc1ccccc1)N1CCC(CNc2ncccn2)C1. RXN SMILES: [Br:18][c:19]1[n:20][cH:21][cH:22][cH:23][n:24]1.[CH2:1]([c:2]1[cH:3][cH:4][cH:5][cH:6][cH:7]1)[O:8][C:9](=[O:10])[N:11]1[CH2:12][CH:13]([CH2:16][NH2:17])[CH2:14][CH2:15]1.[CH3:34][CH:35]([OH:36])[CH3:37].[CH:25]([N:26]([CH2:27][CH3:28])[CH:29]([CH3:30])[CH3:31])([CH3:32])[CH3:33]>>[CH2:1]([c:2]1[cH:3][cH:4][cH:5][cH:6][cH:7]1)[O:8][C:9](=[O:10])[N:11]1[CH2:12][CH:13]([CH2:16][NH:17][c:19]2[n:20][cH:21][cH:22][cH:23][n:24]2)[CH2:14][CH2:15]1.